Task: describe an organic reaction: reactants, conditions, products, and yield. Dataset: the Open Reaction Database (ORD), a public repository of structured organic reaction records Starting materials: CCCCCC(=O)Cl, CNO, CO, Cl, [Na+], [Na+], O=C([O-])[O-]. The product is CCCCCC(=O)N(C)O. RXN SMILES: [C:1]([CH2:2][CH2:3][CH2:4][CH2:5][CH3:6])(=[O:7])[Cl:8].[CH3:16][NH:17][OH:18].[CH3:19][OH:20].[ClH:15].[Na+:10].[Na+:9].[O-:11][C:12](=[O:13])[O-:14]>>[C:1]([CH2:2][CH2:3][CH2:4][CH2:5][CH3:6])(=[O:7])[N:17]([CH3:16])[OH:18]. Reactants: [N+](=[N-])=C(C(=O)OC)CC1=CC=C(C=C1)O (methyl 2-diazo-3-(4-hydroxyphenyl)propanoate), FC(CO)(F)F (2,2,2-trifluoroethanol), FC(CO)(F)F (2,2,2-trifluoroethanol). Procedure: A solution of methyl 2-diazo-3-(4-hydroxyphenyl)propanoate (3.00 g) in 2,2,2-trifluoroethanol (10 mL) was slowly added, over 15 minutes, to a stirred mixture of rhodium (II) acetate dinner (0.064 g) and 2,2,2-trifluoroethanol (5 mL) at room temperature under a nitrogen atmosphere. The mixture was stirred at temperature for 15 minutes, then heated at reflux for 4 hours, cooled and evaporated. The residue was chromatographed on silica gel with 4% ethyl acetate in dichloromethane to afford the titl... RXN SMILES: [N+](=[C:3]([CH2:8][C:9]1[CH:14]=[CH:13][C:12]([OH:15])=[CH:11][CH:10]=1)[C:4]([O:6][CH3:7])=[O:5])=[N-].[F:16][C:17]([F:21])([F:20])[CH2:18][OH:19]>CC(O)=O.CC(O)=O.CC(O)=O.CC(O)=O.[Rh].[Rh]>[OH:15][C:12]1[CH:13]=[CH:14][C:9]([CH2:8][CH:3]([O:19][CH2:18][C:17]([F:21])([F:20])[F:16])[C:4]([O:6][CH3:7])=[O:5])=[CH:10][CH:11]=1 |f:2.3.4.5.6.7|. The reagents and catalysts are CC(=O)O.CC(=O)O.CC(=O)O.CC(=O)O.[Rh].[Rh] (rhodium (II) acetate dinner). Conditions: time 15 minute. The product is OC1=CC=C(C=C1)CC(C(=O)OC)OCC(F)(F)F (Methyl 3-(4-hydroxyphenyl)-2-(2,2,2-trifluoroethoxy)propanoate).